Dataset: the Open Reaction Database (ORD), a public repository of structured organic reaction records. Task: describe an organic reaction: reactants, conditions, products, and yield Reactants: C(C)(C)(C)OC(NC1=CC=C(C=C1)C1=CN2CCC3=C(C(C2=N1)OC1CCN(CC1)C)C=CC=C3)=O ({4-[4-(1-methylpiperidin-4-yloxy)-9,10-dihydro-4H-3,10a-diaza-benzo[f]azulen-2-yl]-phenyl}-carbamic acid tert-butyl ester), FC(C(=O)O)(F)F (trifluoroacetic acid), [OH-].[Na+] (NaOH), O (Water). Solvent: C(Cl)Cl (CH2Cl2). Run at time 1 hour. Product: CN1CCC(CC1)OC1C2=NC(=CN2CCC2=C1C=CC=C2)C2=CC=C(C=C2)N (4-[4-(1-methylpiperidin-4-yloxy)-9,10-dihydro-4H-3,10a-diaza-benzo[f]azulen-2-yl]-phenylamine). RXN SMILES: C(OC(=O)[NH:7][C:8]1[CH:13]=[CH:12][C:11]([C:14]2[N:23]=[C:22]3[N:16]([CH2:17][CH2:18][C:19]4[CH:35]=[CH:34][CH:33]=[CH:32][C:20]=4[CH:21]3[O:24][CH:25]3[CH2:30][CH2:29][N:28]([CH3:31])[CH2:27][CH2:26]3)[CH:15]=2)=[CH:10][CH:9]=1)(C)(C)C.FC(F)(F)C(O)=O.O.[OH-].[Na+]>C(Cl)Cl>[CH3:31][N:28]1[CH2:27][CH2:26][CH:25]([O:24][CH:21]2[C:20]3[CH:32]=[CH:33][CH:34]=[CH:35][C:19]=3[CH2:18][CH2:17][N:16]3[C:22]2=[N:23][C:14]([C:11]2[CH:10]=[CH:9][C:8]([NH2:7])=[CH:13][CH:12]=2)=[CH:15]3)[CH2:30][CH2:29]1 |f:3.4|. Reported procedure: To a solution of {4-[4-(1-methylpiperidin-4-yloxy)-9,10-dihydro-4H-3,10a-diaza-benzo[f]azulen-2-yl]-phenyl}-carbamic acid tert-butyl ester (example 49A) (45 mg, 0.092 mmole) in CH2Cl2 (0.3 mL) is added trifluoroacetic acid (90 μL). The reaction mixture is stirred at room temperature for 1 hour. Water is added and pH adjusted to 9-10 with 1N NaOH. The aqueous phase is extracted three times with CH2Cl2. The organic phase is dried over magnesium sulphate, filtered and the solvent is removed under r... Starting materials: CC=1C=C(C=C2C=CC(NC12)=O)C=1C(=NC(=CC1)C)C (8-methyl-6-[2,6-dimethylpyrid-3-yl]-2-(1H)-quinolone), C (charcoal). Product: CC=1C=C(C=C2CCC(NC12)=O)C=1C(=NC(=CC1)C)C (8-Methyl-6-[2,6-dimethylpyrid-3-yl]-3,4-dihydro-2-(1H)-quinolone). Isolated yield 52.9%. As a reaction SMILES: [CH3:1][C:2]1[CH:3]=[C:4]([C:13]2[C:14]([CH3:20])=[N:15][C:16]([CH3:19])=[CH:17][CH:18]=2)[CH:5]=[C:6]2[C:11]=1[NH:10][C:9](=[O:12])[CH:8]=[CH:7]2.C>>[CH3:1][C:2]1[CH:3]=[C:4]([C:13]2[C:14]([CH3:20])=[N:15][C:16]([CH3:19])=[CH:17][CH:18]=2)[CH:5]=[C:6]2[C:11]=1[NH:10][C:9](=[O:12])[CH2:8][CH2:7]2. Reported procedure: A solution of 8-methyl-6-[2,6-dimethylpyrid-3-yl]-2-(1H)-quinolone (0.30 g) was hydrogenated at 60° and 60 p.s.i. (4.13×105Pa) pressure over 10% palladised charcoal (0.10 g) for 48 hours. The cooled solution was then filtered through "Solkafloc" (Trademark for a cellulose-based filtering aid), evaporated to dryness in vacuo, and the residue chromatographed on silica (Merck "MK 60.9385") eluting with chloroform:methanol, 49:1. Combination and evaporation of appropriate fractions afforded a solid ... The reactants are CN1C(=NC=2C1=NC(=CC2)SC2=CC=CC=C2)COC2=CC=C(CC1C(N(C(S1)=O)C(C1=CC=CC=C1)(C1=CC=CC=C1)C1=CC=CC=C1)=O)C=C2 (5-[4-(3-methyl-5-phenylthioimidazo[5,4-b]pyridin-2-ylmethoxy)benzyl]-3-triphenylmethylthiazolidine-2,4-dione), C(C)(=O)O (acetic acid). The solvent is O (water). Product: CN1C(=NC=2C1=NC(=CC2)SC2=CC=CC=C2)COC2=CC=C(CC1C(NC(S1)=O)=O)C=C2 (5-{4-(3-Methyl-5-phenylthioimidazo[5.4-b]pyridin-2-ylmethoxy)benzyl}thiazolidine-2,4-dione). Yield: 97.4%. Reaction SMILES: [CH3:1][N:2]1[C:6]2=[N:7][C:8]([S:11][C:12]3[CH:17]=[CH:16][CH:15]=[CH:14][CH:13]=3)=[CH:9][CH:10]=[C:5]2[N:4]=[C:3]1[CH2:18][O:19][C:20]1[CH:52]=[CH:51][C:23]([CH2:24][CH:25]2[S:29][C:28](=[O:30])[N:27](C(C3C=CC=CC=3)(C3C=CC=CC=3)C3C=CC=CC=3)[C:26]2=[O:50])=[CH:22][CH:21]=1.C(O)(=O)C>O>[CH3:1][N:2]1[C:6]2=[N:7][C:8]([S:11][C:12]3[CH:13]=[CH:14][CH:15]=[CH:16][CH:17]=3)=[CH:9][CH:10]=[C:5]2[N:4]=[C:3]1[CH2:18][O:19][C:20]1[CH:52]=[CH:51][C:23]([CH2:24][CH:25]2[S:29][C:28](=[O:30])[NH:27][C:26]2=[O:50])=[CH:22][CH:21]=1. Reported procedure: A procedure similar to that described in Example 12 was repeated, except that 1.58 g of 5-[4-(3-methyl-5-phenylthioimidazo[5,4-b]pyridin-2-ylmethoxy)benzyl]-3-triphenylmethylthiazolidine-2,4-dione (prepared as described in Preparation 91) were treated with 20 ml of a 3:1 by volume mixture of acetic acid and water. After working up the product as described in Example 12, the resulting crude product was crystallized by trituration with ethyl acetate, to give 1.02 g of the title compound, melting a... Run at temperature 40 celsius, time 16 hour. Procedure details: To a mixture of 2-(3-pyridyl)-1,3-thiazole-4-carboxylic acid (300 mg) in pyridine (5 mL) and DMF (5 mL) at ambient temperature was added CDI (248 mg). The mixture was heated at 40° C. for 2 hours, treated with 2,3-diaminobenzamide dihydrochloride (326 mg), stirred at ambient temperature for 16 hours and concentrated. The concentrate was heated in glacial acetic acid (20 mL) at 110° C. for 2 hours, cooled and concentrated. The concentrate was partitioned between ethyl acetate and sodium bicarbona... Reactants: N1=CC(=CC=C1)C=1SC=C(N1)C(=O)O (2-(3-pyridyl)-1,3-thiazole-4-carboxylic acid), N1=CC=CC=C1 (pyridine), Cl.Cl.NC1=C(C(=O)N)C=CC=C1N (2,3-diaminobenzamide dihydrochloride), C1=CN(C=N1)C(=O)N2C=CN=C2 (CDI). As a reaction SMILES: N1C=CC=[C:3]([C:7]2[S:8][CH:9]=[C:10](C(O)=O)[N:11]=2)C=1.C1N=CN(C(N2C=NC=C2)=O)C=1.Cl.Cl.[NH2:29][C:30]1[C:38]([NH2:39])=[CH:37][CH:36]=[CH:35][C:31]=1[C:32]([NH2:34])=[O:33].[N:40]1[CH:45]=[CH:44][CH:43]=[CH:42][CH:41]=1>CN(C=O)C>[N:40]1[CH:45]=[CH:44][CH:43]=[C:42]([C:10]2[N:11]=[C:7]([C:3]3[NH:39][C:38]4[CH:37]=[CH:36][CH:35]=[C:31]([C:32]([NH2:34])=[O:33])[C:30]=4[N:29]=3)[S:8][CH:9]=2)[CH:41]=1 |f:2.3.4|. The product is N1=CC(=CC=C1)C=1N=C(SC1)C1=NC2=C(N1)C=CC=C2C(=O)N (2-(4-pyridin-3-yl-1,3-thiazol-2-yl)-1H-benzimidazole-4-carboxamide). Run in CN(C)C=O (DMF). The reactants are CC(=O)Nc1nc(N(C(C)=O)C(C)=O)c(CCC=O)c(=O)[nH]1, [BH3-]C#N, CC(=O)O, CCO, CO, CCOC(=O)CCC(NC(=O)c1ccc(N)c(F)c1)C(=O)OCC, [Na+]. Yields the product CCOC(=O)CCC(NC(=O)c1ccc(NCCCc2c(N(C(C)=O)C(C)=O)nc(NC(C)=O)[nH]c2=O)c(F)c1)C(=O)OCC. RXN SMILES: [C:25]([CH3:26])(=[O:27])[NH:28][c:29]1[nH:30][c:31](=[O:46])[c:32]([CH2:42][CH2:43][CH:44]=[O:45])[c:33]([N:35]([C:36]([CH3:37])=[O:38])[C:39]([CH3:40])=[O:41])[n:34]1.[C:51]([BH3-:52])#[N:53].[CH3:47][C:48](=[O:49])[OH:50].[CH3:55][CH2:56][OH:57].[CH3:58][OH:59].[NH2:1][c:2]1[c:3]([F:24])[cH:4][c:5]([C:6](=[O:7])[NH:8][CH:9]([CH2:10][CH2:11][C:12](=[O:13])[O:14][CH2:15][CH3:16])[C:17](=[O:18])[O:19][CH2:20][CH3:21])[cH:22][cH:23]1.[Na+:54]>>[NH:1]([c:2]1[c:3]([F:24])[cH:4][c:5]([C:6](=[O:7])[NH:8][CH:9]([CH2:10][CH2:11][C:12](=[O:13])[O:14][CH2:15][CH3:16])[C:17](=[O:18])[O:19][CH2:20][CH3:21])[cH:22][cH:23]1)[CH2:44][CH2:43][CH2:42][c:32]1[c:31](=[O:46])[nH:30][c:29]([NH:28][C:25]([CH3:26])=[O:27])[n:34][c:33]1[N:35]([C:36]([CH3:37])=[O:38])[C:39]([CH3:40])=[O:41]. The reactants are Cl.ClCC=1C=C(OCC2=NC3=CC=CC=C3C=C2)C=CC1 (2-(3-chloromethylphenoxymethyl) quinoline hydrochloride), CN1CCNCC1 (N-methylpiperazine). Solvent: C(C)#N (acetonitrile). The product is CN1CCN(CC1)CC=1C=C(OCC2=NC3=CC=CC=C3C=C2)C=CC1 (2-(3-(4-Methylpiperazin-1-ylmethyl)phenoxymethyl)quinoline). Isolated yield 11.5%. Reaction SMILES: Cl.Cl[CH2:3][C:4]1[CH:5]=[C:6]([CH:19]=[CH:20][CH:21]=1)[O:7][CH2:8][C:9]1[CH:18]=[CH:17][C:16]2[C:11](=[CH:12][CH:13]=[CH:14][CH:15]=2)[N:10]=1.[CH3:22][N:23]1[CH2:28][CH2:27][NH:26][CH2:25][CH2:24]1>C(#N)C>[CH3:22][N:23]1[CH2:28][CH2:27][N:26]([CH2:3][C:4]2[CH:5]=[C:6]([CH:19]=[CH:20][CH:21]=2)[O:7][CH2:8][C:9]2[CH:18]=[CH:17][C:16]3[C:11](=[CH:12][CH:13]=[CH:14][CH:15]=3)[N:10]=2)[CH2:25][CH2:24]1 |f:0.1|. Procedure details: A mixture of 4.7 g (0.015 mol) 2-(3-chloromethylphenoxymethyl) quinoline hydrochloride, 6 g (0.06 mol) N-methylpiperazine in 50 ml acetonitrile was heated over steam bath for a period of 8 hours. Reaction mixture was concentrated to dryness and sluried into water, and extracted with ether. The ether extract was washed with water, dried over MgSO4 and concentrated to dryness under reduced pressure. The residue was passed through a silica gel column using acetone as eluent. Evaporation of eluent g...